This data is from the Open Reaction Database (ORD), a public repository of structured organic reaction records. The task is: describe an organic reaction: reactants, conditions, products, and yield Starting materials: FC(OC1=CC=C(C=C1)C(C(C)N1N=CN=N1)(O)C1=CC=C(C=C1)OC(F)(F)F)(F)F (1,1-bis(4-trifluoromethoxyphenyl)-2-(2H-tetrazol-2-yl)propanol), [H-].[Na+] (sodium hydride), CI (methyl iodide). The solvent is O (water), CN(C=O)C (dimethylformamide). Reaction conditions: time 20 hour. The product is FC(OC1=CC=C(C=C1)C(C(C)N1N=CN=N1)(OC)C1=CC=C(C=C1)OC(F)(F)F)(F)F (1,1-bis(4-trifluoromethoxyphenyl)-1-methoxy-2-(2H-tetrazol-2-yl)propane). As a reaction SMILES: [F:1][C:2]([F:31])([F:30])[O:3][C:4]1[CH:9]=[CH:8][C:7]([C:10]([C:19]2[CH:24]=[CH:23][C:22]([O:25][C:26]([F:29])([F:28])[F:27])=[CH:21][CH:20]=2)([OH:18])[CH:11]([N:13]2[N:17]=[N:16][CH:15]=[N:14]2)[CH3:12])=[CH:6][CH:5]=1.[H-].[Na+].[CH3:34]I>CN(C)C=O.O>[F:29][C:26]([F:27])([F:28])[O:25][C:22]1[CH:23]=[CH:24][C:19]([C:10]([C:7]2[CH:8]=[CH:9][C:4]([O:3][C:2]([F:1])([F:30])[F:31])=[CH:5][CH:6]=2)([O:18][CH3:34])[CH:11]([N:13]2[N:17]=[N:16][CH:15]=[N:14]2)[CH3:12])=[CH:20][CH:21]=1 |f:1.2|. Procedure: 1,1-bis(4-trifluoromethoxyphenyl)-2-(2H-tetrazol-2-yl)propanol (220 g) was added to a stirred suspension of sodium hydride (24 mg of a 50% dispension in oil) in dry dimethylformamide (6.0 cm3) at the ambient temperature under a nitrogen atmosphere, and the mixture stirred for a further 2 hours after which methyl iodide (71 mg) was added and the resultant mixtures stirred for a further 20 hours. After diluting with water the mixture was extracted with diethyl ether (3×15 cm3), the extracts were c... The reactants are mixture, C(=O)(C(F)(F)F)O (TFA), O (water), ice, ClC1=CC=C(S1)C(=O)NC1=C2C(N(C(C2=CC=C1)=O)C1CCN(CC1)C(=O)OC(C)(C)C)=O (tert-butyl 4-(4-{[(5-chloro-2-thienyl)carbonyl]-amino}-1,3-dioxo-1,3-dihydro-2H-isoindol-2-yl)tetrahydro-1(2H)-pyridine-carboxylate), ice. Solvent: C(Cl)(Cl)Cl (chloroform). Conditions: time 1.5 hour. The product is ClC1=CC=C(S1)C(=O)NC1=C2C(N(C(C2=CC=C1)=O)C1CCNCC1)=O (5-Chloro-N-[1,3-dioxo-2-(4-piperidinyl)-2,3-dihydro-1H-isoindol-4-yl]-2-thiophenecarboxamide). As a reaction SMILES: C(O)(C(F)(F)F)=O.O.[Cl:9][C:10]1[S:14][C:13]([C:15]([NH:17][C:18]2[CH:26]=[CH:25][CH:24]=[C:23]3[C:19]=2[C:20](=[O:41])[N:21]([CH:28]2[CH2:33][CH2:32][N:31](C(OC(C)(C)C)=O)[CH2:30][CH2:29]2)[C:22]3=[O:27])=[O:16])=[CH:12][CH:11]=1>C(Cl)(Cl)Cl>[Cl:9][C:10]1[S:14][C:13]([C:15]([NH:17][C:18]2[CH:26]=[CH:25][CH:24]=[C:23]3[C:19]=2[C:20](=[O:41])[N:21]([CH:28]2[CH2:33][CH2:32][NH:31][CH2:30][CH2:29]2)[C:22]3=[O:27])=[O:16])=[CH:12][CH:11]=1. Procedure: 50 ml of a mixture of TFA and water (9:1) are added dropwise to an ice-cooled mixture of 1.82 g (3.71 mmol) of tert-butyl 4-(4-{[(5-chloro-2-thienyl)carbonyl]-amino}-1,3-dioxo-1,3-dihydro-2H-isoindol-2-yl)tetrahydro-1(2H)-pyridine-carboxylate in 50 ml of chloroform. The ice-cooling is removed and the mixture is stirred at room temperature for 1.5 h and then concentrated. The residue is taken up in dichloromethane/methanol and washed with sat. sodium bicarbonate solution, dried over magnesium sul... Reactants: CC(=O)OC=O, CC(NOC1CCCCO1)C(CCCc1ccc(Cl)cc1)C(=O)O, c1ccncc1. The product is CC(C(CCCc1ccc(Cl)cc1)C(=O)O)N(C=O)OC1CCCCO1. Reaction SMILES: [C:25]([O:26][CH:28]=[O:29])(=[O:27])[CH3:30].[Cl:1][c:2]1[cH:3][cH:4][c:5]([CH2:8][CH2:9][CH2:10][CH:11]([C:12](=[O:13])[OH:14])[CH:15]([CH3:16])[NH:17][O:18][CH:19]2[O:20][CH2:21][CH2:22][CH2:23][CH2:24]2)[cH:6][cH:7]1.[cH:31]1[cH:32][cH:33][n:34][cH:35][cH:36]1>>[Cl:1][c:2]1[cH:3][cH:4][c:5]([CH2:8][CH2:9][CH2:10][CH:11]([C:12](=[O:13])[OH:14])[CH:15]([CH3:16])[N:17]([O:18][CH:19]2[O:20][CH2:21][CH2:22][CH2:23][CH2:24]2)[CH:25]=[O:27])[cH:6][cH:7]1. Yields the product C(C)OC(=O)C1CCN(CC1)C(=O)C=1C=C(C=CC1)NC1=NC(=NC=C1F)NC1=CC(=CC=C1)O (N4-[3-[[4-(ethoxycarbonyl)piperidino]carbonyl]phenyl]-5-fluoro-N2-(3-hydroxyphenyl)-2,4-pyrimidinediamine). Starting materials: ClC1=NC=C(C(=N1)NC1=CC(=CC=C1)C(=O)N1CCC(CC1)C(=O)OCC)F (2-chloro-N4-[3-[[4-(ethoxycarbonyl)piperidino]carbonyl]phenyl]-5-fluoro-4-pyrimidineamine), OC=1C=C(N)C=CC1 (3-hydroxyaniline). RXN SMILES: Cl[C:2]1[N:7]=[C:6]([NH:8][C:9]2[CH:14]=[CH:13][CH:12]=[C:11]([C:15]([N:17]3[CH2:22][CH2:21][CH:20]([C:23]([O:25][CH2:26][CH3:27])=[O:24])[CH2:19][CH2:18]3)=[O:16])[CH:10]=2)[C:5]([F:28])=[CH:4][N:3]=1.[OH:29][C:30]1[CH:31]=[C:32]([CH:34]=[CH:35][CH:36]=1)[NH2:33]>>[CH2:26]([O:25][C:23]([CH:20]1[CH2:21][CH2:22][N:17]([C:15]([C:11]2[CH:10]=[C:9]([NH:8][C:6]3[C:5]([F:28])=[CH:4][N:3]=[C:2]([NH:33][C:32]4[CH:34]=[CH:35][CH:36]=[C:30]([OH:29])[CH:31]=4)[N:7]=3)[CH:14]=[CH:13][CH:12]=2)=[O:16])[CH2:18][CH2:19]1)=[O:24])[CH3:27]. Procedure details: In like manner to the preparation of 5-fluoro-N4-(3-hydroxyphenyl)-N2-[4-(3-phenyl-1,2,4-oxadiazol-5-yl)methyleneoxyphenyl]-2,4-pyrimidinediamine, 2-chloro-N4-[3-[[4-(ethoxycarbonyl)piperidino]carbonyl]phenyl]-5-fluoro-4-pyrimidineamine and 3-hydroxyaniline were reacted to provide N4-[3-[[4-(ethoxycarbonyl)piperidino]carbonyl]phenyl]-5-fluoro-N2-(3-hydroxyphenyl)-2,4-pyrimidinediamine. 1H NMR (CD3OD): δ 7.93 (d, 1H, J=3.6 Hz), 7.89 (t, 1H, J=1.8 Hz), 7.83 (td, 1H, J=1.2 and 8.4 Hz), 7.41 (t, 1H,... Reactants: CCOC(=O)c1ccc(N)cc1, CCO, Cc1ccc(F)cc1C=O. Yields the product CCOC(=O)c1ccc(N=Cc2cc(F)ccc2C)cc1. As a reaction SMILES: [CH2:1]([CH3:2])[O:3][C:4]([c:5]1[cH:6][cH:7][c:8]([NH2:11])[cH:9][cH:10]1)=[O:12].[CH3:23][CH2:24][OH:25].[F:13][c:14]1[cH:15][cH:16][c:17]([CH3:22])[c:18]([CH:19]=[O:20])[cH:21]1>>[CH2:1]([CH3:2])[O:3][C:4]([c:5]1[cH:6][cH:7][c:8]([N:11]=[CH:19][c:18]2[c:17]([CH3:22])[cH:16][cH:15][c:14]([F:13])[cH:21]2)[cH:9][cH:10]1)=[O:12]. The reactants are O=C([O-])[O-], CO, CC(C)OC(=O)c1cc(C#C[Si](C)(C)C)cc2c1OC(C)(C)CC2(C)C, [K+], [K+]. Yields the product C#Cc1cc(C(=O)OC(C)C)c2c(c1)C(C)(C)CC(C)(C)O2. As a reaction SMILES: [C:27](=[O:28])([O-:29])[O-:30].[CH3:33][OH:34].[CH:1]([CH3:2])([CH3:3])[O:4][C:5](=[O:6])[c:7]1[cH:8][c:9]([C:21]#[C:22][Si:23]([CH3:24])([CH3:25])[CH3:26])[cH:10][c:11]2[c:16]1[O:15][C:14]([CH3:17])([CH3:18])[CH2:13][C:12]2([CH3:19])[CH3:20].[K+:31].[K+:32]>>[CH:1]([CH3:2])([CH3:3])[O:4][C:5](=[O:6])[c:7]1[cH:8][c:9]([C:21]#[CH:22])[cH:10][c:11]2[c:16]1[O:15][C:14]([CH3:17])([CH3:18])[CH2:13][C:12]2([CH3:19])[CH3:20]. Starting materials: [Si](C)(C)(C(C)(C)C)O[C@@H]1C[C@H](N(C1)C(=O)OCC1=CC=C(C=C1)[N+](=O)[O-])CN1C(NC(C1)=O)=O ((2S,4R)-4-t-butyldimethylsilyloxy-2-(2,4-dioxoimidazolidin-1-yl)methyl-1-(4-nitrobenzyloxycarbonyl)pyrrolidine), Cl (hydrochloric acid). Run in CO (methanol). Conditions: time 1 hour. Yields the product O=C1N(CC(N1)=O)C[C@H]1N(C[C@@H](C1)O)C(=O)OCC1=CC=C(C=C1)[N+](=O)[O-] ((2S,4R)-2-(2,4-dioxoimidazolidin-1-yl)methyl-4-hydroxy-1-(4-nitrobenzyloxycarbonyl)pyrrolidine). Isolated yield 89.1%. As a reaction SMILES: [Si]([O:8][C@H:9]1[CH2:13][N:12]([C:14]([O:16][CH2:17][C:18]2[CH:23]=[CH:22][C:21]([N+:24]([O-:26])=[O:25])=[CH:20][CH:19]=2)=[O:15])[C@H:11]([CH2:27][N:28]2[CH2:32][C:31](=[O:33])[NH:30][C:29]2=[O:34])[CH2:10]1)(C(C)(C)C)(C)C.Cl>CO>[O:34]=[C:29]1[NH:30][C:31](=[O:33])[CH2:32][N:28]1[CH2:27][C@@H:11]1[CH2:10][C@@H:9]([OH:8])[CH2:13][N:12]1[C:14]([O:16][CH2:17][C:18]1[CH:23]=[CH:22][C:21]([N+:24]([O-:26])=[O:25])=[CH:20][CH:19]=1)=[O:15]. Procedure: A solution of (2S,4R)-4-t-butyldimethylsilyloxy-2-(2,4-dioxoimidazolidin-1-yl)methyl-1-(4-nitrobenzyloxycarbonyl)pyrrolidine (4.78 g) in a mixture of methanol (100 ml) and conc. hydrochloric acid (1.62 ml) was stirred at ambient temperature for 1 hour. The reaction mixture was evaporated in vacuo. The resulting residue was dissolved in toluene (30 ml) and the solution was concentrated under reduced pressure to give a residue. The residue was chromatographed on silica gel (60 g) eluting with a mi... Reactants: Cc1ccccc1-c1ccc(NC(=O)OC(C)(C)C)c(NC(=O)CC(=O)c2sccc2Cl)c1, ClCCl, O=C(O)C(F)(F)F. The product is Cc1ccccc1-c1ccc2c(c1)NC(=O)CC(c1sccc1Cl)=N2. RXN SMILES: [C:1]([O:2][C:3](=[O:4])[NH:7][c:8]1[c:9]([NH:21][C:22]([CH2:23][C:24](=[O:5])[c:26]2[s:27][cH:28][cH:29][c:30]2[Cl:31])=[O:32])[cH:10][c:11](-[c:14]2[c:15]([CH3:20])[cH:16][cH:17][cH:18][cH:19]2)[cH:12][cH:13]1)([CH3:6])([CH3:25])[CH3:33].[Cl:41][CH2:42][Cl:43].[F:34][C:35]([F:36])([F:37])[C:38]([OH:39])=[O:40]>>[N:7]1=[C:24]([c:26]2[s:27][cH:28][cH:29][c:30]2[Cl:31])[CH2:23][C:22](=[O:32])[NH:21][c:9]2[c:8]1[cH:13][cH:12][c:11](-[c:14]1[c:15]([CH3:20])[cH:16][cH:17][cH:18][cH:19]1)[cH:10]2. The reactants are CN(C(=O)C1=C(OCC(=O)OCC)C=CC=C1)C1=CC=CC=C1 (ethyl 2-[2-(N-methyl-N-phenylcarbamoyl)phenoxy]acetate), solution, [OH-].[K+] (potassium hydroxide). The solvent is CO (methanol), O (water). Run at time 8 hour. Product: CN(C(=O)C1=C(OCC(=O)O)C=CC=C1)C1=CC=CC=C1 (2-[2-(N-methyl-N-phenylcarbamoyl)phenoxy]acetic acid). Isolated yield 79.6%. Reaction SMILES: [CH3:1][N:2]([C:18]1[CH:23]=[CH:22][CH:21]=[CH:20][CH:19]=1)[C:3]([C:5]1[CH:17]=[CH:16][CH:15]=[CH:14][C:6]=1[O:7][CH2:8][C:9]([O:11]CC)=[O:10])=[O:4].[OH-].[K+]>CO.O>[CH3:1][N:2]([C:18]1[CH:23]=[CH:22][CH:21]=[CH:20][CH:19]=1)[C:3]([C:5]1[CH:17]=[CH:16][CH:15]=[CH:14][C:6]=1[O:7][CH2:8][C:9]([OH:11])=[O:10])=[O:4] |f:1.2|. Reported procedure: Thus obtained ethyl 2-[2-(N-methyl-N-phenylcarbamoyl)phenoxy]acetate (18.23 g.) was added to 10% solution of potassium hydroxide in methanol (2 parts) and water (1 part), and the solution was stirred at room temperature for an hour and allowed to stand overnight. After concentrating the solution under reduced pressure, ethyl acetate was added to the concentrate. After shaking sufficiently, the aqueous solution was separated, acidified with 10% hydrochloric acid and extracted with ethyl acetate. ... The reactants are C(C)(=O)OC(C)=O (acetic anhydride), NC1=CC=C(C=C1)C=1C=CN2C(C(=CC(=C2C1C)C1CC1)C(=O)OCC)=O (ethyl 8-(4-aminophenyl)-1-cyclopropyl-9-methyl-4-oxo-4H-quinolizine-3-carboxylate), O (Water). Yields the product C(C)(=O)NC1=CC=C(C=C1)C=1C=CN2C(C(=CC(=C2C1C)C1CC1)C(=O)OCC)=O (ethyl 8-(4-acetylaminophenyl)-1-cyclopropyl-9-methyl-4-oxo-4H-quinolizine-3-carboxylate). Procedure details: 50 mg of ethyl 8-(4-aminophenyl)-1-cyclopropyl-9-methyl-4-oxo-4H-quinolizine-3-carboxylate (Example 2) was dissolved in 2 ml of pyridine. 17 mg of acetic anhydride was added to the obtained solution, and they were stirred at room temperature for 16 hours. Water was added to the reaction mixture. After the extraction with chloroform, the organic layer was dried over anhydrous sodium sulfate. The solvent was evaporated under reduce pressure, and the obtained residue was purified by the silica gel ... Solvent: N1=CC=CC=C1 (pyridine). The yield is 98.6%. RXN SMILES: [NH2:1][C:2]1[CH:7]=[CH:6][C:5]([C:8]2[CH:9]=[CH:10][N:11]3[C:16]([C:17]=2[CH3:18])=[C:15]([CH:19]2[CH2:21][CH2:20]2)[CH:14]=[C:13]([C:22]([O:24][CH2:25][CH3:26])=[O:23])[C:12]3=[O:27])=[CH:4][CH:3]=1.[C:28](OC(=O)C)(=[O:30])[CH3:29].O>N1C=CC=CC=1>[C:28]([NH:1][C:2]1[CH:3]=[CH:4][C:5]([C:8]2[CH:9]=[CH:10][N:11]3[C:16]([C:17]=2[CH3:18])=[C:15]([CH:19]2[CH2:21][CH2:20]2)[CH:14]=[C:13]([C:22]([O:24][CH2:25][CH3:26])=[O:23])[C:12]3=[O:27])=[CH:6][CH:7]=1)(=[O:30])[CH3:29]. Conditions: time 16 hour.